From a dataset of the Open Reaction Database (ORD), a public repository of structured organic reaction records. describe an organic reaction: reactants, conditions, products, and yield Run in Cl (hydrochloric acid), O1CCOCC1 (dioxane). Procedure details: A suspension of EXAMPLE 1A (7.2 g, 25.16 mmol) in 4N hydrochloric acid in dioxane (70 mL) was treated with 2-chloroacetonitrile (3.18 mL, 50.32 mmol) at ambient temperature for 3 hours. The white solid was collected by filtration and dried to give the title compound as the hydrochloride salt. LCMS (APCI) m/z: 362(M+H)+. Product: NC(CCl)=NC=1C2=C(SC1C(=O)OC)C=CC(=C2)Br (methyl 3-(1-amino-2-chloroethylideneamino)-5-bromobenzo[b]thiophene-2-carboxylate), hydrochloride salt. RXN SMILES: [NH2:1][C:2]1[C:3]2[CH:14]=[C:13]([Br:15])[CH:12]=[CH:11][C:4]=2[S:5][C:6]=1[C:7]([O:9][CH3:10])=[O:8].[Cl:16][CH2:17][C:18]#[N:19]>Cl.O1CCOCC1>[NH2:19][C:18](=[N:1][C:2]1[C:3]2[CH:14]=[C:13]([Br:15])[CH:12]=[CH:11][C:4]=2[S:5][C:6]=1[C:7]([O:9][CH3:10])=[O:8])[CH2:17][Cl:16]. Reactants: NC=1C2=C(SC1C(=O)OC)C=CC(=C2)Br (methyl 3-amino-5-bromobenzo[b]thiophene-2-carboxylate), ClCC#N (2-chloroacetonitrile). Starting materials: NC=1C(=C(C(=O)OC)C=CC1Cl)NCCCCO (methyl 3-amino-4-chloro-2-[(4-hydroxybutyl)amino]benzoate), ClC1=C(C=CC(=C1)OC)N=C=S (2-chloro-1-isothiocyanato-4-methoxybenzene). Run in O1CCCC1 (tetrahydrofuran). The product is ClC1=C(C(=C(C(=O)OC)C=C1)NCCCCO)NC(NC1=C(C=C(C=C1)OC)Cl)=S (Methyl 4-chloro-3-{[(2-chloro-4-methoxyphenyl)carbamothioyl]amino}-2-[(4-hydroxybutyl)amino]benzoate). Isolated yield 45.3%. RXN SMILES: [NH2:1][C:2]1[C:3]([NH:13][CH2:14][CH2:15][CH2:16][CH2:17][OH:18])=[C:4]([CH:9]=[CH:10][C:11]=1[Cl:12])[C:5]([O:7][CH3:8])=[O:6].[Cl:19][C:20]1[CH:25]=[C:24]([O:26][CH3:27])[CH:23]=[CH:22][C:21]=1[N:28]=[C:29]=[S:30]>O1CCCC1>[Cl:12][C:11]1[CH:10]=[CH:9][C:4]([C:5]([O:7][CH3:8])=[O:6])=[C:3]([NH:13][CH2:14][CH2:15][CH2:16][CH2:17][OH:18])[C:2]=1[NH:1][C:29](=[S:30])[NH:28][C:21]1[CH:22]=[CH:23][C:24]([O:26][CH3:27])=[CH:25][C:20]=1[Cl:19]. Procedure: A solution of methyl 3-amino-4-chloro-2-[(4-hydroxybutyl)amino]benzoate (2.00 g, 7.33 mmol) and 2-chloro-1-isothiocyanato-4-methoxybenzene (2.94 g, 14.7 mmol) in tetrahydrofuran (20 mL) was stirred for 36 h at 70° C. The reaction mixture was concentrated in vacuo and purified by flash column chromatography on silica gel eluting with a 50% ethyl acetate/n-hexane mixture to give the title compound as a pale yellow oil (1.57 g, 3.32 mmol, 45%). The reactants are CSC(=C[N+](=O)[O-])NCCSCOC (1-methylthio-1-[2-(methoxymethylthio)ethylamino]-2-nitroethene), C1=CC=C(C=C1)C(CN)O (DL-β-hydroxyphenethylamine). The solvent is C(C)O (ethanol). Run at time 8 hour. Product: OC(CNC(=C[N+](=O)[O-])NCCSCOC)C1=CC=CC=C1 (N-(β-hydroxyphenethyl)-N'-[2-(methoxymethylthio)ethyl]-2-nitro-1,1-ethenediamine). Yield: 70.9%. As a reaction SMILES: CS[C:3]([NH:8][CH2:9][CH2:10][S:11][CH2:12][O:13][CH3:14])=[CH:4][N+:5]([O-:7])=[O:6].[CH:15]1[CH:20]=[CH:19][C:18]([CH:21]([OH:24])[CH2:22][NH2:23])=[CH:17][CH:16]=1>C(O)C>[OH:24][CH:21]([C:18]1[CH:19]=[CH:20][CH:15]=[CH:16][CH:17]=1)[CH2:22][NH:23][C:3]([NH:8][CH2:9][CH2:10][S:11][CH2:12][O:13][CH3:14])=[CH:4][N+:5]([O-:7])=[O:6]. Procedure: With 15 ml of ethanol were mixed 7.5 g of the 1-methylthio-1-[2-(methoxymethylthio)ethylamino]-2-nitroethene and 5.6 g of DL-β-hydroxyphenethylamine, and the resulting mixture was stirred at room temperature for 8 hours, and then allowed to stand overnight at room temperature. The solvent was removed by distillation under reduced pressure, and the crystals thus obtained were washed with 15 ml of isopropanol and then dried to obtain 7.3 g (yield 71%) of N-(β-hydroxyphenethyl)-N'-[2-(methoxymethyl... The reactants are NC(C1=C(C=C(C(=O)OC)C=C1)OC)=NO (methyl 4-[amino(hydroxyimino)methyl]-3-methoxybenzoate), OCCC=1C=C(C#N)C=CC1 (3-(2-hydroxy-ethyl)-benzonitrile). Yields the product ON=C(N)C1=CC(=CC=C1)CCO (N′-hydroxy-3-(2-hydroxyethyl)benzenecarboximidamide). Reaction SMILES: [NH2:1][C:2](=[N:15][OH:16])[C:3]1[CH:12]=[CH:11][C:6](C(OC)=O)=[CH:5][C:4]=1OC.[OH:17][CH2:18][CH2:19]C1C=C(C=CC=1)C#N>>[OH:16][N:15]=[C:2]([C:3]1[CH:4]=[CH:5][CH:6]=[C:11]([CH2:19][CH2:18][OH:17])[CH:12]=1)[NH2:1]. Reported procedure: The title compound was obtained following procedure and work up described for Intermediate 47 step 2 but starting from 3-(2-hydroxy-ethyl)-benzonitrile (2 g, 13.59 mmol). Lyophilization of the reaction mixture gave the title compound as a white powder. 1H NMR (DMSO-d6, 300 MHz) δ 9.56 (s, 1H), 7.51-7.46 (m, 2H), 7.28-7.19 (m, 2H), 5.75 (bs, 2H), 4.64 (t, J=5.2 Hz, 1H), 3.63-3.57 (m, 2H), 2.71 (t, J=7.1 Hz, 2H). LC/MS (Method B): 181.1 (M+H)+. Starting materials: O (water), [I-].C[P+](C1=CC=CC=C1)(C1=CC=CC=C1)C1=CC=CC=C1 (methyltriphenylphosphonium iodide), CC(C)(C)[O-].[K+] (t-BuOK), COC(=O)[C@@H]1CC[C@H](CC1)[C@@H]1CC[C@H](CC1)[C@@H]1CC[C@H](CC1)C=O (trans-4-(trans-4-(trans-4-formylcyclohexyl)cyclohexyl)cyclohexane carboxylic acid methyl ester). The solvent is C1CCOC1 (THF), C1CCOC1 (THF). Reaction conditions: temperature -50 celsius, time 1 hour. Product: COC(=O)[C@@H]1CC[C@H](CC1)[C@@H]1CC[C@H](CC1)[C@@H]1CC[C@H](CC1)C=C (trans-4-(trans-4-(trans-4-ethenylcyclohexyl)cyclohexyl)-cyclohexane carboxylic acid methyl ester). The yield is 49.8%. RXN SMILES: [I-].[CH3:2][P+](C1C=CC=CC=1)(C1C=CC=CC=1)C1C=CC=CC=1.CC([O-])(C)C.[K+].[CH3:28][O:29][C:30]([C@H:32]1[CH2:37][CH2:36][C@H:35]([C@H:38]2[CH2:43][CH2:42][C@H:41]([C@H:44]3[CH2:49][CH2:48][C@H:47]([CH:50]=O)[CH2:46][CH2:45]3)[CH2:40][CH2:39]2)[CH2:34][CH2:33]1)=[O:31].O>C1COCC1>[CH3:28][O:29][C:30]([C@H:32]1[CH2:37][CH2:36][C@H:35]([C@H:38]2[CH2:39][CH2:40][C@H:41]([C@H:44]3[CH2:49][CH2:48][C@H:47]([CH:50]=[CH2:2])[CH2:46][CH2:45]3)[CH2:42][CH2:43]2)[CH2:34][CH2:33]1)=[O:31] |f:0.1,2.3|. Procedure details: A mixture of 30.2 g (74.7 mmol) of methyltriphenylphosphonium iodide and 400 ml of THF was cooled to -50° C. To this mixture was added 9.23 g (82.2 mmol) of t-BuOK and the resulting mixture was stirred for one hour. To this mixture was added dropwise a solution of 20.0 g (59.8 mmol) of trans-4-(trans-4-(trans-4-formylcyclohexyl)cyclohexyl)cyclohexane carboxylic acid methyl ester in 500 ml of THF, while maintaining a temperature at below -50° C. After the dropwise addition, the reaction temperatu...